From a dataset of the Open Reaction Database (ORD), a public repository of structured organic reaction records. describe an organic reaction: reactants, conditions, products, and yield Reactants: FC1=CC=C(C=C1)N1N=CC2=CC(=CC=C12)C(CC(C)C)=O (1-(1-(4-Fluorophenyl)-1H-indazol-5-yl)-3-methylbutan-1-one), COC(=C(C)C)O[Si](C)(C)C (1-methoxy-2-methyl-1-(trimethylsiloxy)propene). Reagents/catalysts: Cl[Ti](Cl)(Cl)Cl (TiCl4). Solvent: C(Cl)Cl (DCM). Conditions: temperature 0 celsius, time 12 hour. Yields the product FC1=CC=C(C=C1)N1N=CC2=CC(=CC=C12)C(C(C(=O)OC)(C)C)(CC(C)C)O (methyl 3-(1-(4-fluorophenyl)-1H-indazol-5-yl)-3-hydroxy-2,2,5-trimethylhexanoate). Isolated yield 94.7%. As a reaction SMILES: [F:1][C:2]1[CH:7]=[CH:6][C:5]([N:8]2[C:16]3[C:11](=[CH:12][C:13]([C:17](=[O:22])[CH2:18][CH:19]([CH3:21])[CH3:20])=[CH:14][CH:15]=3)[CH:10]=[N:9]2)=[CH:4][CH:3]=1.[CH3:23][O:24][C:25]([O:29][Si](C)(C)C)=[C:26]([CH3:28])[CH3:27]>C(Cl)Cl.Cl[Ti](Cl)(Cl)Cl>[F:1][C:2]1[CH:3]=[CH:4][C:5]([N:8]2[C:16]3[C:11](=[CH:12][C:13]([C:17]([OH:22])([CH2:18][CH:19]([CH3:20])[CH3:21])[C:26]([CH3:28])([CH3:27])[C:25]([O:24][CH3:23])=[O:29])=[CH:14][CH:15]=3)[CH:10]=[N:9]2)=[CH:6][CH:7]=1. Procedure details: 1-(1-(4-Fluorophenyl)-1H-indazol-5-yl)-3-methylbutan-1-one (220 mg, 0.742 mmol) was dissolved in 10 mL of dry DCM and 1-methoxy-2-methyl-1-(trimethylsiloxy)propene (0.162 mL, 0.8 mmol) was added. The reaction mixture was cooled to 0° C. and TiCl4 (0.8 mL of 1.0 M DCM solution, 0.8 mmol) was added portionwise and then stirred 12 h. The reaction was quenched with aqueous sodium bicarbonate and extracted 2×DCM. The organic layers were dried over MgSO4, filtered, and concentrated. The residue was pu... Starting materials: COC(=O)C(=O)c1ccc(OCCOc2ccc3ccccc3c2)cc1, CO, NCCO, C1CCOC1. Yields the product O=C(NCCO)C(=O)c1ccc(OCCOc2ccc3ccccc3c2)cc1. Reaction SMILES: [CH3:1][O:2][C:3]([C:4]([c:5]1[cH:6][cH:7][c:8]([O:11][CH2:12][CH2:13][O:14][c:15]2[cH:16][c:17]3[cH:18][cH:19][cH:20][cH:21][c:22]3[cH:23][cH:24]2)[cH:9][cH:10]1)=[O:25])=[O:26].[CH3:31][OH:32].[NH2:27][CH2:28][CH2:29][OH:30].[O:33]1[CH2:34][CH2:35][CH2:36][CH2:37]1>>[C:3]([C:4]([c:5]1[cH:6][cH:7][c:8]([O:11][CH2:12][CH2:13][O:14][c:15]2[cH:16][c:17]3[cH:18][cH:19][cH:20][cH:21][c:22]3[cH:23][cH:24]2)[cH:9][cH:10]1)=[O:25])(=[O:26])[NH:27][CH2:28][CH2:29][OH:30]. Starting materials: solution, [OH-].[Li+] (lithium hydroxide), COC(CN1N=C(N(C1=O)CC(C(F)(F)F)O)C1=CC=C(C=C1)Cl)=O (Methyl[3-(4-chlorophenyl)-5-oxo-4-(3,3,3-trifluoro-2-hydroxypropyl)-4,5-dihydro-1H-1,2,4-triazol-1-yl]-acetate). Run in O (water), CO (methanol). Conditions: time 1 hour. The product is ClC1=CC=C(C=C1)C1=NN(C(N1CC(C(F)(F)F)O)=O)CC(=O)O ([3-(4-chlorophenyl)-5-oxo-4-(3,3,3-trifluoro-2-hydroxypropyl)-4,5-dihydro-1H-1,2,4-triazol-1-yl]-acetic acid). As a reaction SMILES: C[O:2][C:3](=[O:25])[CH2:4][N:5]1[C:9](=[O:10])[N:8]([CH2:11][CH:12]([OH:17])[C:13]([F:16])([F:15])[F:14])[C:7]([C:18]2[CH:23]=[CH:22][C:21]([Cl:24])=[CH:20][CH:19]=2)=[N:6]1.[OH-].[Li+]>CO.O>[Cl:24][C:21]1[CH:22]=[CH:23][C:18]([C:7]2[N:8]([CH2:11][CH:12]([OH:17])[C:13]([F:16])([F:14])[F:15])[C:9](=[O:10])[N:5]([CH2:4][C:3]([OH:25])=[O:2])[N:6]=2)=[CH:19][CH:20]=1 |f:1.2|. Reported procedure: The enantiomerically pure ester from Example 227A (265 mg, 0.70 mmol) is dissolved in 14 ml methanol and treated with 2.8 ml of a 1 M solution of lithium hydroxide in water. The mixture is stirred for 1 hr at RT and then freed of methanol on the rotary evaporator. The residue is diluted with 200 ml water and extracted once with dichloromethane. This organic phase is discarded. The aqueous phase is slowly acidified to pH 2 with 1 N hydrochloric acid. The product is extracted three times with dich... The reactants are CS(C)=O, [Cl-], CCOC(=O)C1CC(=O)Nc2ccc(I)cc2C1=O, [Na+], O. Yields the product O=C1CCC(=O)c2cc(I)ccc2N1. As a reaction SMILES: [CH3:23][S:24](=[O:25])[CH3:26].[Cl-:20].[I:1][c:2]1[cH:3][c:4]2[c:5]([cH:18][cH:19]1)[NH:6][C:7](=[O:17])[CH2:8][CH:9]([C:12]([O:13][CH2:14][CH3:15])=[O:16])[C:10]2=[O:11].[Na+:21].[OH2:22]>>[I:1][c:2]1[cH:3][c:4]2[c:5]([cH:18][cH:19]1)[NH:6][C:7](=[O:17])[CH2:8][CH2:9][C:10]2=[O:11]. Starting materials: CCCCBr, COCn1ccnc1, CN(C)CCN(C)C, CCOCC, O=C(c1ccccc1)c1cccc(C(F)(F)F)c1, [Li]CCCC, [Li], C1CCOC1, O. Yields the product COCn1ccnc1C(O)(c1ccccc1)c1cccc(C(F)(F)F)c1. RXN SMILES: [CH2:7]([Br:8])[CH2:9][CH2:10][CH3:11].[CH3:12][O:13][CH2:14][n:15]1[cH:16][n:17][cH:18][cH:19]1.[CH3:20][N:21]([CH2:22][CH2:23][N:24]([CH3:25])[CH3:26])[CH3:27].[CH3:52][CH2:53][O:54][CH2:55][CH3:56].[F:28][C:29]([c:30]1[cH:31][c:32]([C:33](=[O:34])[c:35]2[cH:36][cH:37][cH:38][cH:39][cH:40]2)[cH:41][cH:42][cH:43]1)([F:44])[F:45].[Li:1][CH2:2][CH2:3][CH2:4][CH3:5].[Li:6].[O:47]1[CH2:48][CH2:49][CH2:50][CH2:51]1.[OH2:46]>>[CH3:12][O:13][CH2:14][n:15]1[c:16]([C:33]([c:32]2[cH:31][c:30]([C:29]([F:28])([F:44])[F:45])[cH:43][cH:42][cH:41]2)([OH:34])[c:35]2[cH:36][cH:37][cH:38][cH:39][cH:40]2)[n:17][cH:18][cH:19]1. The reactants are O1[C@@H](C1)[C@@H](C)NC(OC(C)(C)C)=O (tert-butyl {(1R)-1-[(2R)-oxiran-2-yl]ethyl}carbamate), FC1=CC=C(C=C1)CCCN (3-(4-fluorophenyl)propylamine), FC(S(=O)(=O)[O-])(F)F.[Li+] (lithium trifluoromethanesulfonate). Solvent: C(C)#N (acetonitrile). Conditions: time 8 hour. Yields the product C(C)(C)(C)OC(N[C@@H]([C@H](CNCCCC1=CC=C(C=C1)F)O)C)=O (tert-butyl((1R,2S)-3-{[3-(4-fluorophenyl)propyl]amino}-2-hydroxy-1-methylpropyl)carbamate). Yield: 80.3%. As a reaction SMILES: [O:1]1[CH2:3][C@H:2]1[C@H:4]([NH:6][C:7](=[O:13])[O:8][C:9]([CH3:12])([CH3:11])[CH3:10])[CH3:5].[F:14][C:15]1[CH:20]=[CH:19][C:18]([CH2:21][CH2:22][CH2:23][NH2:24])=[CH:17][CH:16]=1.FC(F)(F)S([O-])(=O)=O.[Li+]>C(#N)C>[C:9]([O:8][C:7](=[O:13])[NH:6][C@H:4]([CH3:5])[C@@H:2]([OH:1])[CH2:3][NH:24][CH2:23][CH2:22][CH2:21][C:18]1[CH:17]=[CH:16][C:15]([F:14])=[CH:20][CH:19]=1)([CH3:12])([CH3:11])[CH3:10] |f:2.3|. Reported procedure: The product from step c (823 mg, 4.39 mMol) and 3-(4-fluorophenyl)propylamine (674 mg, 4.39 mMol) were dissolved in anhydrous acetonitrile (10 ml). To this solution, lithium trifluoromethanesulfonate (1.44 g, 9.23 mMol) was added, and the solution was stirred overnight. The mixture was concentrated in-vacuo, then the residue was dissolved in EtOAc (60 ml), washed with saturated sodium bicarbonate (2×20 ml), followed by water (20 ml). The organic phase was dried over sodium sulfate and concentrat... Reactants: BrC=1C=CC(=NC1)C(C)=O (1-(5-bromopyridin-2-yl)ethanone), FC1=CC=C(C=C1)B(O)O (4-fluoro phenyl-boronic acid), C([O-])([O-])=O.[Na+].[Na+] (sodium carbonate). The reagents and catalysts are C=1C=CC(=CC1)[P](C=2C=CC=CC2)(C=3C=CC=CC3)[Pd]([P](C=4C=CC=CC4)(C=5C=CC=CC5)C=6C=CC=CC6)([P](C=7C=CC=CC7)(C=8C=CC=CC8)C=9C=CC=CC9)[P](C=1C=CC=CC1)(C=1C=CC=CC1)C=1C=CC=CC1 (Pd(PPh3)4). Run in C1(=CC=CC=C1)C (toluene), C(C)O (ethanol), C(C)(=O)OCC (ethyl acetate). Run at temperature 77.5 celsius. Product: FC1=CC=C(C=C1)C=1C=CC(=NC1)C(C)=O (1-(5-(4-fluorophenyl)pyridin-2-yl)ethanone). Isolated yield 69.8%. RXN SMILES: Br[C:2]1[CH:3]=[CH:4][C:5]([C:8](=[O:10])[CH3:9])=[N:6][CH:7]=1.[F:11][C:12]1[CH:17]=[CH:16][C:15](B(O)O)=[CH:14][CH:13]=1.C(=O)([O-])[O-].[Na+].[Na+]>C1(C)C=CC=CC=1.C(O)C.C(OCC)(=O)C.C1C=CC([P]([Pd]([P](C2C=CC=CC=2)(C2C=CC=CC=2)C2C=CC=CC=2)([P](C2C=CC=CC=2)(C2C=CC=CC=2)C2C=CC=CC=2)[P](C2C=CC=CC=2)(C2C=CC=CC=2)C2C=CC=CC=2)(C2C=CC=CC=2)C2C=CC=CC=2)=CC=1>[F:11][C:12]1[CH:17]=[CH:16][C:15]([C:2]2[CH:3]=[CH:4][C:5]([C:8](=[O:10])[CH3:9])=[N:6][CH:7]=2)=[CH:14][CH:13]=1 |f:2.3.4,^1:46,48,67,86|. Procedure: To a solution of 1-(5-bromopyridin-2-yl)ethanone (1.0 g, 4.99 mmol) in toluene (100 mL) and ethanol (50 mL) was added 4-fluoro phenyl-boronic acid (1.4 g, 9.99 mmol), 2M sodium carbonate (3.7 g, 34.99 mmol, 12 mL water), Pd(PPh3)4 (0.228 g, 0.25 mmol) under argon. The resulting mixture was heated at 75-80° C. for 6 h. The contents were cooled to room temperature, diluted with ethyl acetate (150 mL), and washed with bicarbonate solution (2×100 mL) and brine solution (2×100 mL). The organic layer ... Reactants: S1C=C(C2=C1C=CC=C2)C[C@@H](N)C=2NC=C(N2)C2=CC=CC=C2 ((1R)-2-(1-benzothiophen-3-yl)-1-(4-phenyl-1H-imidazol-2-yl)-1-ethanamine), CCCCC(CCCC)=O (5-nonanone). Solvent: C(CCC)O (n-butanol). Yields the product C(CCC)C1(N[C@H](CC2=C1SC1=C2C=CC=C1)C=1NC=C(N1)C1=CC=CC=C1)CCCC ((3R)-1,1-Dibutyl-3-(4-phenyl-1H-imidazol-2-yl)-1,2,3,4-tetrahydro[1]benzothieno [2,3-c]pyridine). Isolated yield 9.0%. As a reaction SMILES: [S:1]1[C:5]2[CH:6]=[CH:7][CH:8]=[CH:9][C:4]=2[C:3]([CH2:10][C@H:11]([C:13]2[NH:14][CH:15]=[C:16]([C:18]3[CH:23]=[CH:22][CH:21]=[CH:20][CH:19]=3)[N:17]=2)[NH2:12])=[CH:2]1.[CH3:24][CH2:25][CH2:26][CH2:27][C:28](=O)[CH2:29][CH2:30][CH2:31][CH3:32]>C(O)CCC>[CH2:27]([C:28]1([CH2:29][CH2:30][CH2:31][CH3:32])[C:2]2[S:1][C:5]3[CH:6]=[CH:7][CH:8]=[CH:9][C:4]=3[C:3]=2[CH2:10][C@H:11]([C:13]2[NH:14][CH:15]=[C:16]([C:18]3[CH:23]=[CH:22][CH:21]=[CH:20][CH:19]=3)[N:17]=2)[NH:12]1)[CH2:26][CH2:25][CH3:24]. Reported procedure: To a solution of (1R)-2-(1-benzothiophen-3-yl)-1-(4-phenyl-1H-imidazol-2-yl)-1-ethanamine (1 g, 2.5 mmol) in n-butanol (20 ml) was added 5-nonanone (2.2 ml, 13 mmol) and the mixture refluxed overnight. The solvent was removed under reduced pressure. To the residue was added water (15 ml) followed by a 10% NaHCO3 solution until neutral pH and extracted with ethyl acetate (3×20 ml). The combined organic extracts were washed with water (2×10 ml), dried over MgSO4, filtered. The solvent was evaporat...